Dataset: the Open Reaction Database (ORD), a public repository of structured organic reaction records. Task: describe an organic reaction: reactants, conditions, products, and yield Reactants: N#Cc1ncc(N)cc1Cl, N#Cc1ccc(N2C(=O)C3C(O)CCN3C2=O)c2c1CCCC2. Yields the product N#Cc1ncc(N2C(=O)C3C(O)CCN3C2=O)cc1Cl. RXN SMILES: [NH2:1][c:2]1[cH:3][c:4]([Cl:10])[c:5]([C:8]#[N:9])[n:6][cH:7]1.[OH:11][CH:12]1[CH2:13][CH2:14][N:15]2[C:16](=[O:33])[N:17]([c:21]3[c:22]4[c:27]([c:28]([C:29]#[N:30])[cH:31][cH:32]3)[CH2:26][CH2:25][CH2:24][CH2:23]4)[C:18](=[O:20])[CH:19]12>>[N:1]1([c:2]2[cH:3][c:4]([Cl:10])[c:5]([C:8]#[N:9])[n:6][cH:7]2)[C:16](=[O:33])[N:15]2[CH2:14][CH2:13][CH:12]([OH:11])[CH:19]2[C:18]1=[O:20]. Starting materials: Cl.CNC(=O)C=1C=C(C=CC1)NC(C(=O)O)C1=CC=CC=C1 (2-(3-(Methylcarbamoyl)phenylamino)-2-phenylacetic acid hydrochloride), C=1C=CC2=C(C1)N=NN2O (HOBT), N12C[C@@H](C(CC1)CC2)O ((R)-quinuclidin-3-ol), C1CCC(CC1)N=C=NC2CCCCC2 (DCC). The solvent is C1CCOC1 (THF). Reaction conditions: time 16 hour. Yields the product CNC(=O)C=1C=C(C=CC1)NC(C(=O)O[C@H]1CN2CCC1CC2)C2=CC=CC=C2 ((R)-quinuclidin-3-yl 2-(3-(methylcarbamoyl)-phenylamino)-2-phenylacetate). As a reaction SMILES: C1CCC(N=C=NC2CCCCC2)CC1.Cl.[CH3:17][NH:18][C:19]([C:21]1[CH:22]=[C:23]([NH:27][CH:28]([C:32]2[CH:37]=[CH:36][CH:35]=[CH:34][CH:33]=2)[C:29]([OH:31])=[O:30])[CH:24]=[CH:25][CH:26]=1)=[O:20].C1C=CC2N(O)N=NC=2C=1.[N:48]12[CH2:55][CH2:54][CH:51]([CH2:52][CH2:53]1)[C@@H:50](O)[CH2:49]2>C1COCC1>[CH3:17][NH:18][C:19]([C:21]1[CH:22]=[C:23]([NH:27][CH:28]([C:32]2[CH:37]=[CH:36][CH:35]=[CH:34][CH:33]=2)[C:29]([O:31][C@@H:50]2[CH:51]3[CH2:54][CH2:55][N:48]([CH2:53][CH2:52]3)[CH2:49]2)=[O:30])[CH:24]=[CH:25][CH:26]=1)=[O:20] |f:1.2|. Procedure details: PS-DCC (798 mg, 0.998 mmol, loading: 1.25 mmol/g) was suspended in dry THF (10 ml). 2-(3-(Methylcarbamoyl)phenylamino)-2-phenylacetic acid hydrochloride (I9) (160 mg, 0.50 mmol), HOBT (153 mg, 0.10 mmol), and (R)-quinuclidin-3-ol (190 mg, 1.50 mmol) were added, and the mixture was shaken at room temperature for 16 hours (UPLC-MS: complete conversion). PS-DCC was removed by filtration and washed with THF and EtOAc. The filtrate was evaporated and the resulting residue was dissolved in EtOAc and w... Starting materials: BrC1=C(C=CC=C1)NC(=O)NC1=C(C(=C(C=C1)Cl)S(=O)(=O)N(CCOC)CCOC)O (N-(2-bromophenyl)-N′[4-chloro-3-[N″,N″-di-(2-methoxyethyl)-aminosulfonyl]-2-hydroxyphenyl] urea), [Br-].[Al+3].[Br-].[Br-] (aluminum bromide). Product: BrC1=C(C=CC=C1)NC(=O)NC1=C(C(=C(C=C1)Cl)S(=O)(=O)N(CCO)CCO)O (N-(2-bromophenyl)-N′-[4-chloro-3-[N″,N″-di-(2-hydroxyethyl)aminosulfonyl]-2-hydroxyphenyl] urea). The yield is 43.7%. Reaction SMILES: [Br:1][C:2]1[CH:7]=[CH:6][CH:5]=[CH:4][C:3]=1[NH:8][C:9]([NH:11][C:12]1[CH:17]=[CH:16][C:15]([Cl:18])=[C:14]([S:19]([N:22]([CH2:27][CH2:28][O:29]C)[CH2:23][CH2:24][O:25]C)(=[O:21])=[O:20])[C:13]=1[OH:31])=[O:10].[Br-].[Al+3].[Br-].[Br-]>>[Br:1][C:2]1[CH:7]=[CH:6][CH:5]=[CH:4][C:3]=1[NH:8][C:9]([NH:11][C:12]1[CH:17]=[CH:16][C:15]([Cl:18])=[C:14]([S:19]([N:22]([CH2:23][CH2:24][OH:25])[CH2:27][CH2:28][OH:29])(=[O:21])=[O:20])[C:13]=1[OH:31])=[O:10] |f:1.2.3.4|. Procedure: A solution of N-(2-bromophenyl)-N′[4-chloro-3-[N″,N″-di-(2-methoxyethyl)-aminosulfonyl]-2-hydroxyphenyl] urea (9.9 mg, 0.018 mmol) and aluminum bromide (4.2 mg, 0.018 mmol) in 2 mL of ethanethio was stirred for 16 hours at room temperature. The mixture was concentrated. The residue was diluted with ethyl acetate, then washed with 1 N aq. HCl, the organic layer was dried over MgSO4 and concentrated. Recrystallization from acetone and methanol gave the desired product (4 mg, 44%). 1H NMR (MeOD-d4)... The reactants are O=C(O)CCCl, [K+], [OH-], Oc1cccc2cccnc12. The product is O=C(O)CCOc1cccc2cccnc12. Reaction SMILES: [Cl:12][CH2:13][CH2:14][C:15](=[O:16])[OH:17].[K+:19].[OH-:18].[OH:1][c:2]1[cH:3][cH:4][cH:5][c:6]2[cH:7][cH:8][cH:9][n:10][c:11]12>>[O:1]([c:2]1[cH:3][cH:4][cH:5][c:6]2[cH:7][cH:8][cH:9][n:10][c:11]12)[CH2:13][CH2:14][C:15](=[O:16])[OH:17]. The product is COc1ncc(N2CC(C)NC(C)C2)cc1C(=O)OC(C)(C)C. As a reaction SMILES: [Br:16][c:17]1[cH:18][c:19]([C:25](=[O:26])[O:27][C:28]([CH3:29])([CH3:30])[CH3:31])[c:20]([O:23][CH3:24])[n:21][cH:22]1.[Cl:1][c:2]1[cH:3][c:4]([N:8]2[CH2:9][CH:10]([CH3:15])[NH:11][CH:12]([CH3:14])[CH2:13]2)[cH:5][cH:6][n:7]1>>[N:8]1([c:17]2[cH:18][c:19]([C:25](=[O:26])[O:27][C:28]([CH3:29])([CH3:30])[CH3:31])[c:20]([O:23][CH3:24])[n:21][cH:22]2)[CH2:9][CH:10]([CH3:15])[NH:11][CH:12]([CH3:14])[CH2:13]1. Starting materials: COc1ncc(Br)cc1C(=O)OC(C)(C)C, CC1CN(c2ccnc(Cl)c2)CC(C)N1.